Dataset: the Open Reaction Database (ORD), a public repository of structured organic reaction records. Task: describe an organic reaction: reactants, conditions, products, and yield RXN SMILES: [Cl:1][C:2]1[C:11]2[C:6](=[CH:7][C:8]([S:12]([NH:15][C@@H:16]3[CH2:21][CH2:20][C@H:19]([C:22]([O:24]C(C)(C)C)=[O:23])[CH2:18][CH2:17]3)(=[O:14])=[O:13])=[CH:9][CH:10]=2)[C:5]([NH:29][C:30]([NH2:32])=[NH:31])=[N:4][CH:3]=1.Cl>CCOC(C)=O>[ClH:1].[Cl:1][C:2]1[C:11]2[C:6](=[CH:7][C:8]([S:12]([NH:15][C@@H:16]3[CH2:21][CH2:20][C@H:19]([C:22]([OH:24])=[O:23])[CH2:18][CH2:17]3)(=[O:13])=[O:14])=[CH:9][CH:10]=2)[C:5]([NH:29][C:30]([NH2:32])=[NH:31])=[N:4][CH:3]=1 |f:3.4|. The yield is 390.1%. The solvent is CCOC(=O)C (EtOAc). Procedure: t-Butyl cis-4-{[(4-chloro-1-guanidino-7-isoquinolinyl)sulphonyl]amino}cyclohexanecarboxylate (55 mg, 0.121 mmol) was suspended in a solution of EtOAc saturated with HCl (50 mL) and the mixture heated at reflux. The mixture was cooled, the white solid was collected by filtration, with EtOAc washing, and then dried to give cis-4-{[(4-chloro-1-guanidino-7-isoquinolinyl)sulphonyl]amino}-cyclohexanecarboxylic acid hydrochloride (110 mg, 0.236 mmol). Starting materials: ClC1=CN=C(C2=CC(=CC=C12)S(=O)(=O)N[C@H]1CC[C@H](CC1)C(=O)OC(C)(C)C)NC(=N)N (t-Butyl cis-4-{[(4-chloro-1-guanidino-7-isoquinolinyl)sulphonyl]amino}cyclohexanecarboxylate), Cl (HCl). Yields the product Cl.ClC1=CN=C(C2=CC(=CC=C12)S(=O)(=O)N[C@H]1CC[C@H](CC1)C(=O)O)NC(=N)N (cis-4-{[(4-chloro-1-guanidino-7-isoquinolinyl)sulphonyl]amino}-cyclohexanecarboxylic acid hydrochloride). Reactants: COC(C=NO)(C)C (2-methoxy-2-methylpropionaldehyde oxime), ClCl (chlorine), [C-]#N.[Na+] (sodium cyanide). The solvent is CCOCC (ether), CO.O (methanol H2O). Reaction conditions: time 1 hour. Yields the product COC(C(C#N)=NO)(C)C (3-Methoxy-3-methyl-2-oximinobutyronitrile). As a reaction SMILES: [CH3:1][O:2][C:3]([CH3:8])([CH3:7])[CH:4]=[N:5][OH:6].ClCl.[C-:11]#[N:12].[Na+]>CCOCC.CO.O>[CH3:1][O:2][C:3]([CH3:8])([CH3:7])[C:4](=[N:5][OH:6])[C:11]#[N:12] |f:2.3,5.6|. Reported procedure: 53.6 g (0.46 mol) of 2-methoxy-2-methylpropionaldehyde oxime in ether (about 1 M) are initially taken at from -5° to -10° C. 35.8 g (0.5 mol) of chlorine gas are passed in, after which stirring is carried out for 1 hour at this temperature and the mixture is then evaporated down at 10° C. and the residue is taken up in diethyl ether. 24.7 g (0.5 mol) of sodium cyanide in 375 ml of 20:1 methanol/H2O are initially taken at 10° C. and the above ethereal solution is rapidly added dropwise. After 4 h...